This data is from the Open Reaction Database (ORD), a public repository of structured organic reaction records. The task is: describe an organic reaction: reactants, conditions, products, and yield Starting materials: [N+](=O)([O-])C1=CC=C(C=C1)N1N=C(N=C1C1=CC=C(C=C1)S(=O)(=O)C)C(F)(F)F (1-(4-nitro-phenyl)-5-(4-methylsulfonyl-phenyl)-3-trifluoromethyl-1H-1,2,4-triazole), [Cl-].[NH4+] (ammonium chloride), C(C)O (ethanol). Reagents/catalysts: [Fe] (iron). The solvent is O (water). Product: NC1=CC=C(C=C1)N1N=C(N=C1C1=CC=C(C=C1)S(=O)(=O)C)C(F)(F)F (1-(4-amino-phenyl)-5-(4-methylsulfonyl-phenyl)-3-trifluoromethyl-1H-1,2,4-triazole). Isolated yield 89.9%. Reaction SMILES: [N+:1]([C:4]1[CH:9]=[CH:8][C:7]([N:10]2[C:14]([C:15]3[CH:20]=[CH:19][C:18]([S:21]([CH3:24])(=[O:23])=[O:22])=[CH:17][CH:16]=3)=[N:13][C:12]([C:25]([F:28])([F:27])[F:26])=[N:11]2)=[CH:6][CH:5]=1)([O-])=O.[Cl-].[NH4+].C(O)C>[Fe].O>[NH2:1][C:4]1[CH:5]=[CH:6][C:7]([N:10]2[C:14]([C:15]3[CH:16]=[CH:17][C:18]([S:21]([CH3:24])(=[O:22])=[O:23])=[CH:19][CH:20]=3)=[N:13][C:12]([C:25]([F:26])([F:27])[F:28])=[N:11]2)=[CH:8][CH:9]=1 |f:1.2|. Reported procedure: A mixture of 1-(4-nitro-phenyl)-5-(4-methylsulfonyl-phenyl)-3-trifluoromethyl-1H-1,2,4-triazole (1.2 g, 2.91 mmol), iron powder (0.8 g, 14.27 mmol), ammonium chloride (0.80 g, 1.45 mmol), ethanol (25 ml) and water (13 ml) was heated to reflux for 1 hour, then cooled and filtered. The filtrate was poured onto water, extracted with ethyl acetate and a dichloromethane/methanol solution. The organic extracts were washed with saturated brine, dried over Na2SO4 and evaporated to give a yellow powder (...